This data is from the Open Reaction Database (ORD), a public repository of structured organic reaction records. The task is: describe an organic reaction: reactants, conditions, products, and yield Reactants: N.C1CCOC1 (ammonia THF), S1C(=NC=C1)N[C@H]1CC[C@H](CC1)C(=O)O (cis-4-(thiazol-2-ylamino)cyclohexanecarboxylic acid), acid chloride. The solvent is CO (MeOH), C(Cl)Cl (DCM), S(=O)(Cl)Cl (thionyl chloride). Product: S1C(=NC=C1)N[C@H]1CC[C@H](CC1)C(=O)N (cis-4-(thiazol-2-ylamino)cyclohexanecarboxamide). Yield: 70.0%. As a reaction SMILES: [S:1]1[CH:5]=[CH:4][N:3]=[C:2]1[NH:6][C@@H:7]1[CH2:12][CH2:11][C@H:10]([C:13]([OH:15])=O)[CH2:9][CH2:8]1.[NH3:16].C1COCC1>S(Cl)(Cl)=O.CO.C(Cl)Cl>[S:1]1[CH:5]=[CH:4][N:3]=[C:2]1[NH:6][C@@H:7]1[CH2:12][CH2:11][C@H:10]([C:13]([NH2:16])=[O:15])[CH2:9][CH2:8]1 |f:1.2|. Reported procedure: A solution of cis-4-(thiazol-2-ylamino)cyclohexanecarboxylic acid (200 mg, 0.88 mmol) in thionyl chloride (1 ml) was stirred for 1 h at room temperature. The excess thionyl chloride was removed in vacuo to give the crude acid chloride. Liquid ammonia/THF (1:1, 15 ml) was added to the above prepared acid chloride solution at −60° C. and allowed to warm up to room temperature. The reaction mixture was diluted with 10% MeOH in DCM and filtered. The filtrate was concentrated under reduced pressure t... Reactants: O=C([O-])[O-], CCOC(=O)CC1CCNCC1, CCC(C)=O, ClCCCN1c2ccccc2CCc2ccccc21, [I-], [K+], [K+], [K+]. The product is CCOC(=O)CC1CCN(CCCN2c3ccccc3CCc3ccccc32)CC1. RXN SMILES: [C:22](=[O:23])([O-:24])[O-:25].[CH2:28]([CH3:29])[O:30][C:31]([CH2:32][CH:33]1[CH2:34][CH2:35][NH:36][CH2:37][CH2:38]1)=[O:39].[CH2:40]([C:41]([CH3:42])=[O:43])[CH3:44].[Cl:1][CH2:2][CH2:3][CH2:4][N:5]1[c:6]2[c:7]([cH:16][cH:17][cH:18][cH:19]2)[CH2:8][CH2:9][c:10]2[c:11]1[cH:12][cH:13][cH:14][cH:15]2.[I-:21].[K+:20].[K+:26].[K+:27]>>[CH2:2]([CH2:3][CH2:4][N:5]1[c:6]2[c:7]([cH:16][cH:17][cH:18][cH:19]2)[CH2:8][CH2:9][c:10]2[c:11]1[cH:12][cH:13][cH:14][cH:15]2)[N:36]1[CH2:35][CH2:34][CH:33]([CH2:32][C:31]([O:30][CH2:28][CH3:29])=[O:39])[CH2:38][CH2:37]1.